From a dataset of the Open Reaction Database (ORD), a public repository of structured organic reaction records. describe an organic reaction: reactants, conditions, products, and yield Starting materials: ClC1=NC=NC(=C1)Cl (4,6-dichloropyrimidine), ClC1=C(C=CC=C1)Cl (o-dichlorobenzene), C1(=CC=CC=C1)P(OC)C1=CC=CC=C1 (methyl diphenylphosphinite). The solvent is CCCCCC (n-hexane). Yields the product C1(=CC=CC=C1)P(=O)(C1=NC=NC(=C1)P(=O)(C1=CC=CC=C1)C1=CC=CC=C1)C1=CC=CC=C1 (4,6-bis(diphenylphosphinyl)pyrimidine). RXN SMILES: Cl[C:2]1[CH:7]=[C:6](Cl)[N:5]=[CH:4][N:3]=1.Cl[C:10]1[CH:15]=[CH:14][CH:13]=[CH:12][C:11]=1Cl.[C:17]1([P:23]([C:26]2[CH:31]=[CH:30][CH:29]=[CH:28][CH:27]=2)[O:24]C)[CH:22]=[CH:21][CH:20]=[CH:19][CH:18]=1>CCCCCC>[C:10]1([P:23]([C:17]2[CH:22]=[CH:21][CH:20]=[CH:19][CH:18]=2)([C:2]2[CH:7]=[C:6]([P:23]([C:26]3[CH:31]=[CH:30][CH:29]=[CH:28][CH:27]=3)([C:17]3[CH:22]=[CH:21][CH:20]=[CH:19][CH:18]=3)=[O:24])[N:5]=[CH:4][N:3]=2)=[O:24])[CH:15]=[CH:14][CH:13]=[CH:12][CH:11]=1. Procedure details: To a stirred, refluxing mixture of 5.00 g 4,6-dichloropyrimidine in 100 of o-dichlorobenzene under nitrogen was added dropwise 17.00 g of methyl diphenylphosphinite. After the addition was completed, the mixture was refluxed for 6.5 hours and then allowed to cool. The cooled mixture was added to 750 ml of n-hexane, and the white solid that formed was separated by filtration, washed with n-hexane, recrystallized from 150 ml of toluene, and dried at 100° C./0.1 mm (13 Pa) to give 13.64 g of 4,6-bi... Starting materials: N12CCCC2(CCC1)CCNC1=C(C=CC=C1)[N+](=O)[O-] (N-[2-(1-azabicyclo[3.3.0]octan-5-yl)ethyl]-2-nitroaniline), C(\C=C\C(=O)O)(=O)O (fumaric acid). The solvent is C(C)O (ethanol), C(C)O (ethanol). The product is C(\C=C\C(=O)O)(=O)O.N12CCCC2(CCC1)CCNC1=C(C=CC=C1)[N+](=O)[O-] (N-[2-(1-Azabicyclo[3.3.0]octan-5-yl)ethyl]-2-nitroaniline(fumarate)). The yield is 93.4%. RXN SMILES: [N:1]12[CH2:8][CH2:7][CH2:6][C:5]1([CH2:9][CH2:10][NH:11][C:12]1[CH:17]=[CH:16][CH:15]=[CH:14][C:13]=1[N+:18]([O-:20])=[O:19])[CH2:4][CH2:3][CH2:2]2.[C:21]([OH:28])(=[O:27])/[CH:22]=[CH:23]/[C:24]([OH:26])=[O:25]>C(O)C>[C:21]([OH:28])(=[O:27])/[CH:22]=[CH:23]/[C:24]([OH:26])=[O:25].[N:1]12[CH2:8][CH2:7][CH2:6][C:5]1([CH2:9][CH2:10][NH:11][C:12]1[CH:17]=[CH:16][CH:15]=[CH:14][C:13]=1[N+:18]([O-:20])=[O:19])[CH2:4][CH2:3][CH2:2]2 |f:3.4|. Procedure: A mixture of N-[2-(1-azabicyclo[3.3.0]octan-5-yl)ethyl]-2-nitroaniline (200 mg, 728 μmol) obtained by Example 23 in ethanol (10 ml) and fumaric acid (84.2 mg, 725 μmol) in ethanol (10 ml) was concentrated until its volume becomes 5 ml and left to stand to afford the desired salt (265 mg, 98.8%). The reactants are B, C1CCOC1, CSC, Cc1cc(C(=O)O)ccc1I. The product is Cc1cc(CO)ccc1I. As a reaction SMILES: [BH3:15].[CH2:16]1[O:17][CH2:18][CH2:19][CH2:20]1.[CH3:12][S:13][CH3:14].[I:1][c:2]1[c:3]([CH3:11])[cH:4][c:5]([C:6](=[O:7])[OH:8])[cH:9][cH:10]1>>[I:1][c:2]1[c:3]([CH3:11])[cH:4][c:5]([CH2:6][OH:7])[cH:9][cH:10]1. Starting materials: CC(C)=O, O, CCOC(=O)n1nnnc1C1N2C(=O)C(NC(c3ccccc3)(c3ccccc3)c3ccccc3)C2SC1(C)C, Cc1ccc(S(=O)(=O)O)cc1. Product: CCOC(=O)n1nnnc1C1N2C(=O)C(N)C2SC1(C)C, Cc1ccc(S(=O)(=O)[O-])cc1. As a reaction SMILES: [CH3:53][C:54](=[O:55])[CH3:56].[OH2:41].[c:1]1([C:2]([c:3]2[cH:4][cH:5][cH:6][cH:7][cH:8]2)([c:9]2[cH:10][cH:11][cH:12][cH:13][cH:14]2)[NH:20][CH:21]2[CH:22]3[N:23]([CH:24]([c:29]4[n:30][n:31][n:32][n:33]4[C:34](=[O:35])[O:36][CH2:37][CH3:38])[C:25]([CH3:27])([CH3:28])[S:26]3)[C:39]2=[O:40])[cH:15][cH:16][cH:17][cH:18][cH:19]1.[c:42]1([CH3:52])[cH:43][cH:44][c:45]([S:48](=[O:49])(=[O:50])[OH:51])[cH:46][cH:47]1>>[NH2:20][CH:21]1[CH:22]2[N:23]([CH:24]([c:29]3[n:30][n:31][n:32][n:33]3[C:34](=[O:35])[O:36][CH2:37][CH3:38])[C:25]([CH3:27])([CH3:28])[S:26]2)[C:39]1=[O:40].[c:42]1([CH3:52])[cH:43][cH:44][c:45]([S:48](=[O:49])(=[O:50])[O-:51])[cH:46][cH:47]1. Starting materials: C(#N)C(CC=C)C1=CC=CC=C1 (4-cyano-4-phenyl-1-butene), BrCC(=O)OC (methyl bromoacetate). The solvent is C1CCOC1 (THF), C1CCOC1 (THF). Run at temperature -78 celsius, time 0.5 hour. Yields the product C(#N)C(CC(=O)OC)(CC=C)C1=CC=CC=C1 (Methyl 3-cyano-3-phenylhex-5-enoate). RXN SMILES: [C:1]([CH:3]([C:7]1[CH:12]=[CH:11][CH:10]=[CH:9][CH:8]=1)[CH2:4][CH:5]=[CH2:6])#[N:2].Br[CH2:14][C:15]([O:17][CH3:18])=[O:16]>C1COCC1>[C:1]([C:3]([C:7]1[CH:8]=[CH:9][CH:10]=[CH:11][CH:12]=1)([CH2:4][CH:5]=[CH2:6])[CH2:14][C:15]([O:17][CH3:18])=[O:16])#[N:2]. Procedure: To a cooled solution (−78° C.) of 4-cyano-4-phenyl-1-butene (6.23 g, 39.6 mmol) in anhydrous THF was added LIDS (1M in THF, 43.5 mL, 43.5 mmol) dropwise. The solution was stirred at −78° C. for 0.5 hour, then methyl bromoacetate (6.67 g, 43.6 mmol) was added dropwise. After stirring at room temperature for 24 hours, the reaction mixture was concentrated under vacuum. The residual material was purified using silica gel column chromatography eluting with 0-20% EtOAc in hexanes. The appropriate fra... Reactants: C(C)(C)(C)OC(NC1=C(C=C(C=C1)C(F)(F)F)NC(CC(C1=CC(=CC=C1)C1=CC=NC=C1)=O)=O)=O ({2-[3-oxo-3-(3-pyridin-4-yl-phenyl)-propionylamino]-4-trifluoromethyl-phenyl}-carbamic acid tert-butyl ester), C(=O)(C(F)(F)F)O (TFA). Solvent: C(Cl)Cl (CH2Cl2). Yields the product N1=CC=C(C=C1)C=1C=C(C=CC1)C1=NC2=C(NC(C1)=O)C=C(C=C2)C(F)(F)F (4-(3-Pyridin-4-yl-phenyl)-8-trifluoromethyl-1,3-dihydro-benzo[b][1,4]diazepin-2-one), solid. RXN SMILES: C(OC(=O)[NH:7][C:8]1[CH:13]=[CH:12][C:11]([C:14]([F:17])([F:16])[F:15])=[CH:10][C:9]=1[NH:18][C:19](=[O:35])[CH2:20][C:21](=O)[C:22]1[CH:27]=[CH:26][CH:25]=[C:24]([C:28]2[CH:33]=[CH:32][N:31]=[CH:30][CH:29]=2)[CH:23]=1)(C)(C)C.C(O)(C(F)(F)F)=O>C(Cl)Cl>[N:31]1[CH:32]=[CH:33][C:28]([C:24]2[CH:23]=[C:22]([C:21]3[CH2:20][C:19](=[O:35])[NH:18][C:9]4[CH:10]=[C:11]([C:14]([F:17])([F:16])[F:15])[CH:12]=[CH:13][C:8]=4[N:7]=3)[CH:27]=[CH:26][CH:25]=2)=[CH:29][CH:30]=1. Procedure: The title compound was prepared from {2-[3-oxo-3-(3-pyridin-4-yl-phenyl)-propionylamino]-4-trifluoromethyl-phenyl}-carbamic acid tert-butyl ester (Example M17) by treatment with TFA in CH2Cl2 according to the general procedure N. Obtained as a white solid (176 mg). Reactants: CC(OCc1ccccc1)c1nnc(N2CCC(c3cc(N(COCC[Si](C)(C)C)COCC[Si](C)(C)C)n4ncc(-c5ccc(-c6ccccc6)nc5)c4n3)CC2)o1, CO. Yields the product CC(O)c1nnc(N2CCC(c3cc(N(COCC[Si](C)(C)C)COCC[Si](C)(C)C)n4ncc(-c5ccc(-c6ccccc6)nc5)c4n3)CC2)o1. Reaction SMILES: [CH2:1]([c:2]1[cH:3][cH:4][cH:5][cH:6][cH:7]1)[O:8][CH:9]([CH3:10])[c:11]1[n:12][n:13][c:14]([N:16]2[CH2:17][CH2:18][CH:19]([c:22]3[n:23][c:24]4[n:25]([c:26]([N:28]([CH2:29][O:30][CH2:31][CH2:32][Si:33]([CH3:34])([CH3:35])[CH3:36])[CH2:37][O:38][CH2:39][CH2:40][Si:41]([CH3:42])([CH3:43])[CH3:44])[cH:27]3)[n:45][cH:46][c:47]4-[c:48]3[cH:49][n:50][c:51](-[c:54]4[cH:55][cH:56][cH:57][cH:58][cH:59]4)[cH:52][cH:53]3)[CH2:20][CH2:21]2)[o:15]1.[CH3:60][OH:61]>>[OH:8][CH:9]([CH3:10])[c:11]1[n:12][n:13][c:14]([N:16]2[CH2:17][CH2:18][CH:19]([c:22]3[n:23][c:24]4[n:25]([c:26]([N:28]([CH2:29][O:30][CH2:31][CH2:32][Si:33]([CH3:34])([CH3:35])[CH3:36])[CH2:37][O:38][CH2:39][CH2:40][Si:41]([CH3:42])([CH3:43])[CH3:44])[cH:27]3)[n:45][cH:46][c:47]4-[c:48]3[cH:49][n:50][c:51](-[c:54]4[cH:55][cH:56][cH:57][cH:58][cH:59]4)[cH:52][cH:53]3)[CH2:20][CH2:21]2)[o:15]1.